Dataset: the Open Reaction Database (ORD), a public repository of structured organic reaction records. Task: describe an organic reaction: reactants, conditions, products, and yield The reactants are [H-].C(C(C)C)[Al+]CC(C)C (diisobutylaluminium hydride), CC(C)(C)[Si](OC[C@@H](C(=O)N(C)OC)C)(C1=CC=CC=C1)C1=CC=CC=C1 ((2S)-3-[[(1,1-dimethylethyl)diphenylsilyl]oxy]-N-methoxy-N,2-dimethyl-propanamide), CC(C)(C)[S@@](=O)N ((R)-(+)-2-methyl-2-propanesulfinamide), Cl (hydrochloric acid), C1(=CC=CC=C1)[Mg]Br (phenylmagnesium bromide). Reagents/catalysts: [O-]CC.[Ti+4].[O-]CC.[O-]CC.[O-]CC (titanium ethoxide). Solvent: O1CCCC1 (tetrahydrofuran), O1CCCC1 (tetrahydrofuran), O1CCCC1 (Tetrahydrofuran), C(C)(=O)OCC (ethyl acetate), C(C)(=O)OCC (ethyl acetate), ClCCl (dichloromethane), C(C)OCC (diethyl ether). Run at temperature -50 celsius, time 30 minute. Yields the product CC(C)(C)[Si](OC[C@@H]([C@H](C1=CC=CC=C1)N[S@](=O)C(C)(C)C)C)(C1=CC=CC=C1)C1=CC=CC=C1 ((R)-N-[(1R,2R)-3-[[(1,1-Dimethylethyl)diphenylsilyl]oxy]-2-methyl-1-phenylpropyl]-2-methyl-2-propanesulfinamide). As a reaction SMILES: [H-].C([Al+]CC(C)C)C(C)C.[CH3:11][C:12]([Si:15]([C:32]1[CH:37]=[CH:36][CH:35]=[CH:34][CH:33]=1)([C:26]1[CH:31]=[CH:30][CH:29]=[CH:28][CH:27]=1)[O:16][CH2:17][C@H:18]([CH3:25])[C:19]([N:21](OC)C)=O)([CH3:14])[CH3:13].Cl.[CH3:39][C:40]([S@:43](N)=[O:44])([CH3:42])[CH3:41].[C:46]1([Mg]Br)[CH:51]=[CH:50][CH:49]=[CH:48][CH:47]=1>O1CCCC1.C(OCC)(=O)C.ClCCl.C(OCC)C.[O-]CC.[Ti+4].[O-]CC.[O-]CC.[O-]CC>[CH3:11][C:12]([Si:15]([C:32]1[CH:37]=[CH:36][CH:35]=[CH:34][CH:33]=1)([C:26]1[CH:27]=[CH:28][CH:29]=[CH:30][CH:31]=1)[O:16][CH2:17][C@H:18]([CH3:25])[C@@H:19]([NH:21][S@@:43]([C:40]([CH3:42])([CH3:41])[CH3:39])=[O:44])[C:46]1[CH:51]=[CH:50][CH:49]=[CH:48][CH:47]=1)([CH3:14])[CH3:13] |f:0.1,10.11.12.13.14|. Reported procedure: A solution of diisobutylaluminium hydride in tetrahydrofuran (1M, 50 mL) was added dropwise to a stirred solution of (2S)-3-[[(1,1-dimethylethyl)diphenylsilyl]oxy]-N-methoxy-N,2-dimethyl-propanamide (Example 136a, 6.2 g) in tetrahydrofuran (40 mL) at 0° C. The mixture was stirred for 30 minutes and poured onto a mixture of ethyl acetate (250 mL) and 2M hydrochloric acid (100 mL). The organic phase was washed with brine, dried (Na2SO4), filtered and concentrated in vacuo to give the crude aldehyd...